From a dataset of the Open Reaction Database (ORD), a public repository of structured organic reaction records. describe an organic reaction: reactants, conditions, products, and yield The reactants are C1(CC1)C1=CN(C2=NC=CC(=C21)OC2=C(C=C(C=C2F)NC(C)=O)F)S(=O)(=O)C2=CC=C(C=C2)C (N-[4-({3-cyclopropyl-1-[(4-methylphenyl)sulfonyl]-1H-pyrrolo[2,3-b]-pyridin-4-yl}oxy)-3,5-difluorophenyl]acetamide), [OH-].[Na+] (sodium hydroxide). Solvent: C(C)O (ethanol). Reaction conditions: temperature 90 celsius, time 15 hour. Product: C1(CC1)C1=CNC2=NC=CC(=C21)OC2=C(C=C(N)C=C2F)F (4-[(3-Cyclopropyl-1H-pyrrolo[2,3-b]pyridin-4-yl)oxy]-3,5-difluoroaniline). As a reaction SMILES: [CH:1]1([C:4]2[C:12]3[C:7](=[N:8][CH:9]=[CH:10][C:11]=3[O:13][C:14]3[C:19]([F:20])=[CH:18][C:17]([NH:21]C(=O)C)=[CH:16][C:15]=3[F:25])[N:6](S(C3C=CC(C)=CC=3)(=O)=O)[CH:5]=2)[CH2:3][CH2:2]1.[OH-].[Na+]>C(O)C>[CH:1]1([C:4]2[C:12]3[C:7](=[N:8][CH:9]=[CH:10][C:11]=3[O:13][C:14]3[C:15]([F:25])=[CH:16][C:17]([NH2:21])=[CH:18][C:19]=3[F:20])[NH:6][CH:5]=2)[CH2:3][CH2:2]1 |f:1.2|. Procedure: 624 mg (1.25 mmol) of N-[4-({3-cyclopropyl-1-[(4-methylphenyl)sulfonyl]-1H-pyrrolo[2,3-b]-pyridin-4-yl}oxy)-3,5-difluorophenyl]acetamide are dissolved in 17 ml of ethanol. 10 ml of semiconcentrated aqueous sodium hydroxide solution are added, and the reaction mixture is stirred at 90° C. for 15 h. The reaction mixture is partitioned between ethyl acetate and water. The organic phase is washed twice with water, dried over sodium sulfate and concentrated under reduced pressure. This gives a crysta... The reactants are CC(C)n1cnc2c(NCc3ccccc3)nc(F)nc21, CCC(N)C(C)O. Yields the product CCC(Nc1nc(NCc2ccccc2)c2ncn(C(C)C)c2n1)C(C)O. Reaction SMILES: [CH2:1]([c:2]1[cH:3][cH:4][cH:5][cH:6][cH:7]1)[NH:8][c:9]1[c:10]2[n:11][cH:12][n:13]([CH:19]([CH3:20])[CH3:21])[c:14]2[n:15][c:16]([F:18])[n:17]1.[NH2:22][CH:23]([CH:24]([CH3:25])[OH:26])[CH2:27][CH3:28]>>[CH2:1]([c:2]1[cH:3][cH:4][cH:5][cH:6][cH:7]1)[NH:8][c:9]1[c:10]2[n:11][cH:12][n:13]([CH:19]([CH3:20])[CH3:21])[c:14]2[n:15][c:16]([NH:22][CH:23]([CH:24]([CH3:25])[OH:26])[CH2:27][CH3:28])[n:17]1. Reactants: N1[C@@H](CCCC1)C(=O)O ((S)-piperidine-2-carboxylic acid), C(=O)([O-])[O-].[Na+].[Na+] (Na2CO3), C(=O)(OCC1C2=CC=CC=C2C2=CC=CC=C12)Cl (FMOC-Cl). The solvent is O (water), O1CCOCC1 (1,4-dioxane), O (water). Reaction conditions: time 16 hour. The product is C1=CC=CC=2C3=CC=CC=C3C(C12)COC(=O)N1[C@@H](CCCC1)C(=O)O ((S)-1-[{(9H-Fluoren-9-yl)methoxy}carbonyl]piperidine-2-carboxylic acid). Yield: 51.8%. RXN SMILES: [NH:1]1[CH2:6][CH2:5][CH2:4][CH2:3][C@H:2]1[C:7]([OH:9])=[O:8].C([O-])([O-])=O.[Na+].[Na+].[C:16](Cl)([O:18][CH2:19][CH:20]1[C:32]2[C:27](=[CH:28][CH:29]=[CH:30][CH:31]=2)[C:26]2[C:21]1=[CH:22][CH:23]=[CH:24][CH:25]=2)=[O:17]>O.O1CCOCC1>[CH:31]1[C:32]2[CH:20]([CH2:19][O:18][C:16]([N:1]3[CH2:6][CH2:5][CH2:4][CH2:3][C@H:2]3[C:7]([OH:9])=[O:8])=[O:17])[C:21]3[C:26](=[CH:25][CH:24]=[CH:23][CH:22]=3)[C:27]=2[CH:28]=[CH:29][CH:30]=1 |f:1.2.3|. Reported procedure: To a stirred mixture of (S)-piperidine-2-carboxylic acid (1.0 g, 7.75 mmol) and Na2CO3 (1.65 g, 15.50 mmol) in water (10 mL) was added a solution of FMOC-Cl (3.0 g, 11.63 mmol) in 1,4-dioxane (10 mL) dropwise at 0° C. and the reaction mixture was stirred at room temperature for 16 h. The reaction mixture was diluted with water (50 mL) and washed with MTBE (25 mL). The aqueous layer was acidified with 1M aqueous HCl (10 mL) to pH 2 and extracted with EtOAc (3×50 mL). The combined organic extracts... Starting materials: C(C)(=O)OCC1=NC=C(C(=C1)OS(=O)(=O)C(F)(F)F)OCCNC(=O)OC(C)(C)C ((5-{[2-({[(1,1-dimethylethyl)oxy]carbonyl}amino)ethyl]oxy}-4-{[(trifluoromethyl)sulfonyl]oxy}-2-pyridinyl)methyl acetate), C([O-])([O-])=O.[Cs+].[Cs+] (cesium carbonate). Reagents/catalysts: C(C)(=O)[O-].[Pd+2].C(C)(=O)[O-] (palladium(II) acetate), C1(=CC=CC=C1)P(C1=C(C2=CC=CC=C2C=C1)C1=C(C=CC2=CC=CC=C12)P(C1=CC=CC=C1)C1=CC=CC=C1)C1=CC=CC=C1 ((±)-2,2′-bis(diphenylphosphino)-1,1′-binaphthalene). The solvent is C1(=CC=CC=C1)C (toluene). Conditions: temperature 100 celsius. The product is C(C)(=O)OCC1=CC2=C(OCCN2C(=O)OC(C)(C)C)C=N1 (1,1-Dimethylethyl 7-[(acetyloxy)methyl]-2,3-dihydro-1H-pyrido[3,4-b][1,4]oxazine-1-carboxylate). Isolated yield 80.1%. Reaction SMILES: [C:1]([O:4][CH2:5][C:6]1[CH:11]=[C:10](OS(C(F)(F)F)(=O)=O)[C:9]([O:20][CH2:21][CH2:22][NH:23][C:24]([O:26][C:27]([CH3:30])([CH3:29])[CH3:28])=[O:25])=[CH:8][N:7]=1)(=[O:3])[CH3:2].C(=O)([O-])[O-].[Cs+].[Cs+]>C1(C)C=CC=CC=1.C([O-])(=O)C.[Pd+2].C([O-])(=O)C.C1(P(C2C=CC=CC=2)C2C=CC3C(=CC=CC=3)C=2C2C3C(=CC=CC=3)C=CC=2P(C2C=CC=CC=2)C2C=CC=CC=2)C=CC=CC=1>[C:1]([O:4][CH2:5][C:6]1[N:7]=[CH:8][C:9]2[O:20][CH2:21][CH2:22][N:23]([C:24]([O:26][C:27]([CH3:30])([CH3:29])[CH3:28])=[O:25])[C:10]=2[CH:11]=1)(=[O:3])[CH3:2] |f:1.2.3,5.6.7|. Procedure details: A mixture of (5-{[2-({[(1,1-dimethylethyl)oxy]carbonyl}amino)ethyl]oxy}-4-{[(trifluoromethyl)sulfonyl]oxy}-2-pyridinyl)methyl acetate (1.58 g, 3.4 mmol), (±)-2,2′-bis(diphenylphosphino)-1,1′-binaphthalene (BI NAP) (110 mg, 0.2 mmol), palladium(II) acetate (25 mg, 0.1 mmol) and cesium carbonate (1.57 g, 4.8 mmol) in toluene (20 ml) was heated to 100° C. under argon for 16 hours then filtered and evaporated. (See S. L. Buchwald, Org Letts, 1999, 1, 35-37; for the procedure). The residue was chroma... Starting materials: CC(C#C/C=C/CN(C)CC=1C=C(C=C(C1)C)C(C)(C)O)(C)C (trans-2-[3-{N-(6,6-Dimethyl-2-hepten-4-ynyl)-N-methylaminomethyl}-5-methylphenyl]-2-propanol), P(=O)(Cl)(Cl)Cl (phosphorus oxychloride). Run in N1=CC=CC=C1 (pyridine). Product: CC(C#C/C=C/CN(C)CC1=CC(=CC(=C1)C)C(=C)C)(C)C (trans-N-(6,6-Dimethyl-2-hepten-4-ynyl)-N-methyl-(3-isopropenyl-5-methylbenzyl)amine). Yield: 52.0%. RXN SMILES: [CH3:1][C:2]([CH3:23])([CH3:22])[C:3]#[C:4]/[CH:5]=[CH:6]/[CH2:7][N:8]([CH2:10][C:11]1[CH:12]=[C:13]([C:18](O)([CH3:20])[CH3:19])[CH:14]=[C:15]([CH3:17])[CH:16]=1)[CH3:9].P(Cl)(Cl)(Cl)=O>N1C=CC=CC=1>[CH3:1][C:2]([CH3:23])([CH3:22])[C:3]#[C:4]/[CH:5]=[CH:6]/[CH2:7][N:8]([CH2:10][C:11]1[CH:16]=[C:15]([CH3:17])[CH:14]=[C:13]([C:18]([CH3:20])=[CH2:19])[CH:12]=1)[CH3:9]. Procedure details: Compound 17 (1.08 g; 3.45 mmol) was dissolved in pyridine (50 ml). While the solution was stirred at room temperature, phosphorus oxychloride (5.28 g; 34.5 mmol) was added dropwise. The mixture was heated for 2.5 hours at 100° C. while being stirred, and left to cool to room temperature. The mixture was poured into ice+saturated aqueous sodium bicarbonate solution, followed by extraction with chloroform (100 ml). The organic layer was washed with saturated aqueous sodium bicarbonate solution (10... The reactants are saturated solution, [O-]S(=O)[O-].[Na+].[Na+] (Na2SO3), [O-]Cl.[Na+] (NaOCl), [OH-].[Na+] (NaOH), FC=1C=CC2=C(N(C=N2)CCO)C1F (2-(6,7-difluoro-1H-benzimidazol-1-yl)ethanol), [O-]Cl=O.[Na+] (NaClO2), CC1(CCCC(N1[O])(C)C)C (TEMPO), P(=O)([O-])([O-])[O-].[Na+].[Na+].[Na+] (sodium phosphate), CC1(CCCC(N1[O])(C)C)C (TEMPO), [O-]Cl=O.[Na+] (NaClO2). Run in O (water), CC#N (MeCN). Run at temperature 42 celsius, time 48 hour. The product is FC=1C=CC2=C(N(C=N2)CC(=O)O)C1F ((6,7-difluoro-1H-benzimidazol-1-yl)acetic acid). Reaction SMILES: [F:1][C:2]1[CH:3]=[CH:4][C:5]2[N:9]=[CH:8][N:7]([CH2:10][CH2:11][OH:12])[C:6]=2[C:13]=1[F:14].P([O-])([O-])([O-])=[O:16].[Na+].[Na+].[Na+].CC1(C)N([O])C(C)(C)CCC1.[O-]Cl=O.[Na+].[O-]Cl.[Na+].[O-]S([O-])=O.[Na+].[Na+].[OH-].[Na+]>O.CC#N>[F:1][C:2]1[CH:3]=[CH:4][C:5]2[N:9]=[CH:8][N:7]([CH2:10][C:11]([OH:16])=[O:12])[C:6]=2[C:13]=1[F:14] |f:1.2.3.4,6.7,8.9,10.11.12,13.14,^1:26|. Reported procedure: 2-(6,7-difluoro-1H-benzimidazol-1-yl)ethanol (2.96 g, 15 mmol) is taken into 75 ml of MeCN and sodium phosphate buffer (56 ml, 0.67 M, pH 6.8) and the mixture is heated to 42° C. TEMPO (165 mg, 1.05 mol) is added followed by the simultaneous dropwise addition of a solution of NaClO2 (3.38 g, 80% pure, 30 mmol in 15 ml water) and a solution of bleach (350 μL of 6% NaOCl in 7.5 mL water) over 1.5 hours. After 48 hrs, the same quantities of NaClO2 and bleach are added. After a further 24 hours, TEM... Reactants: C1CCOC1, C[Si](C)(C)CCOCN(COCC[Si](C)(C)C)c1cc(C2CCC(=O)CC2)nc2ccnn12, CCOC(=O)CP(=O)(OCC)OCC, ClCCl, [H-], [Na+]. The product is CCOC(=O)C=C1CCC(c2cc(N(COCC[Si](C)(C)C)COCC[Si](C)(C)C)n3nccc3n2)CC1. Reaction SMILES: [CH2:50]1[O:51][CH2:52][CH2:53][CH2:54]1.[CH3:17][Si:18]([CH2:19][CH2:20][O:21][CH2:22][N:23]([c:24]1[cH:25][c:26]([CH:33]2[CH2:34][CH2:35][C:36](=[O:39])[CH2:37][CH2:38]2)[n:27][c:28]2[n:29]1[n:30][cH:31][cH:32]2)[CH2:40][O:41][CH2:42][CH2:43][Si:44]([CH3:45])([CH3:46])[CH3:47])([CH3:48])[CH3:49].[CH3:3][CH2:4][O:5][C:6](=[O:7])[CH2:8][P:9]([O:10][CH2:11][CH3:12])([O:13][CH2:14][CH3:15])=[O:16].[Cl:55][CH2:56][Cl:57].[H-:1].[Na+:2]>>[CH3:3][CH2:4][O:5][C:6](=[O:7])[CH:8]=[C:36]1[CH2:35][CH2:34][CH:33]([c:26]2[cH:25][c:24]([N:23]([CH2:22][O:21][CH2:20][CH2:19][Si:18]([CH3:17])([CH3:48])[CH3:49])[CH2:40][O:41][CH2:42][CH2:43][Si:44]([CH3:45])([CH3:46])[CH3:47])[n:29]3[c:28]([n:27]2)[cH:32][cH:31][n:30]3)[CH2:38][CH2:37]1.